Dataset: the Open Reaction Database (ORD), a public repository of structured organic reaction records. Task: describe an organic reaction: reactants, conditions, products, and yield Starting materials: BrC1=C(C=CC(=C1)F)S(=O)(=O)NC1=C(C=2C=CN3C(C2C=C1)=CC=N3)C(=O)OC (methyl 8-(2-bromo-4-fluorobenzenesulfonylamino]-pyrazolo[5,1-a]isoquinoline-7-carboxylate), BrC1=C(C=CC(=C1)F)S(=O)(=O)NC1=C(C=2C=CN3C(C2C=C1)=CC=N3)C(=O)OC (methyl 8-(2-bromo-4-fluorobenzenesulfonylamino]-pyrazolo[5,1-a]isoquinoline-7-carboxylate), F[B-](F)(F)F.C(C)(C)(C)[PH+](C(C)(C)C)C(C)(C)C (tri-tert-butylphosphonium tetrafluoroborate), C(C)N(C\C=C/[Sn](CCCC)(CCCC)CCCC)CC (N,N-diethyl-N—((Z)-1-tributylstannanylprop-1-en-3-yl)-amine), C(C)N(C\C=C/[Sn](CCCC)(CCCC)CCCC)CC (N,N-diethyl-N—((Z)-1-tributylstannanylprop-1-en-3-yl)-amine). Reagents/catalysts: C=1C=CC(=CC1)/C=C/C(=O)/C=C/C2=CC=CC=C2.C=1C=CC(=CC1)/C=C/C(=O)/C=C/C2=CC=CC=C2.C=1C=CC(=CC1)/C=C/C(=O)/C=C/C2=CC=CC=C2.[Pd].[Pd] (tris-(dibenzylideneacetone)-dipalladium (0)). Solvent: O1CCOCC1 (dioxane), C(C)(=O)OCC (ethyl acetate). Product: C(C)N(C\C=C/C1=C(C=CC(=C1)F)S(=O)(=O)NC1=C(C=2C=CN3C(C2C=C1)=CC=N3)C(=O)OC)CC (methyl 8-[2-((Z)-3-diethylaminoprop-1-enyl)-4-fluorobenzenesulfonylamino]-pyrazolo[5,1-a]isoquinoline-7-carboxylate). Yield: 27.3%. RXN SMILES: Br[C:2]1[CH:7]=[C:6]([F:8])[CH:5]=[CH:4][C:3]=1[S:9]([NH:12][C:13]1[CH:22]=[CH:21][C:20]2[C:19]3=[CH:23][CH:24]=[N:25][N:18]3[CH:17]=[CH:16][C:15]=2[C:14]=1[C:26]([O:28][CH3:29])=[O:27])(=[O:11])=[O:10].F[B-](F)(F)F.C([PH+](C(C)(C)C)C(C)(C)C)(C)(C)C.[CH2:48]([N:50]([CH2:67][CH3:68])[CH2:51]/[CH:52]=[CH:53]\[Sn](CCCC)(CCCC)CCCC)[CH3:49]>O1CCOCC1.C(OCC)(=O)C.C1C=CC(/C=C/C(/C=C/C2C=CC=CC=2)=O)=CC=1.C1C=CC(/C=C/C(/C=C/C2C=CC=CC=2)=O)=CC=1.C1C=CC(/C=C/C(/C=C/C2C=CC=CC=2)=O)=CC=1.[Pd].[Pd]>[CH2:48]([N:50]([CH2:67][CH3:68])[CH2:51]/[CH:52]=[CH:53]\[C:2]1[CH:7]=[C:6]([F:8])[CH:5]=[CH:4][C:3]=1[S:9]([NH:12][C:13]1[CH:22]=[CH:21][C:20]2[C:19]3=[CH:23][CH:24]=[N:25][N:18]3[CH:17]=[CH:16][C:15]=2[C:14]=1[C:26]([O:28][CH3:29])=[O:27])(=[O:11])=[O:10])[CH3:49] |f:1.2,6.7.8.9.10|. Procedure: A mixture of methyl 8-(2-bromo-4-fluorobenzenesulfonylamino]-pyrazolo[5,1-a]isoquinoline-7-carboxylate (Intermediate 2, 0.103 g), tris-(dibenzylideneacetone)-dipalladium (0) (0.025 g), tri-tert-butylphosphonium tetrafluoroborate (0.0127 g) and N,N-diethyl-N—((Z)-1-tributylstannanylprop-1-en-3-yl)-amine (Intermediate 3, 0.265 g) in dioxane (3 mL) was irradiated in the microwave at 80° C. for 2 hours. After cooling, the mixture was diluted with ethyl acetate and filtered through Celite. The filtra...